This data is from the Open Reaction Database (ORD), a public repository of structured organic reaction records. The task is: describe an organic reaction: reactants, conditions, products, and yield Reactants: CCOC(=O)CC(=O)OCC, [Cl-], [Cl-], [Cl-], O=C(Cl)C(=O)Cl, CC(C)(C(=O)O)c1ccccc1F, [Mg+2], CN(C)C=O. Product: CCOC(=O)C(C(=O)OCC)C(=O)C(C)(C)c1ccccc1F. As a reaction SMILES: [C:20]([CH2:21][C:22](=[O:23])[O:24][CH2:25][CH3:26])(=[O:27])[O:28][CH2:29][CH3:30].[Cl-:31].[Cl-:33].[Cl-:34].[Cl:14][C:15]([C:16]([Cl:17])=[O:18])=[O:19].[F:1][c:2]1[c:3]([C:8]([C:9](=[O:10])[OH:11])([CH3:12])[CH3:13])[cH:4][cH:5][cH:6][cH:7]1.[Mg+2:32].[O:35]=[CH:36][N:37]([CH3:38])[CH3:39]>>[F:1][c:2]1[c:3]([C:8]([C:9](=[O:11])[CH:21]([C:20](=[O:27])[O:28][CH2:29][CH3:30])[C:22](=[O:23])[O:24][CH2:25][CH3:26])([CH3:12])[CH3:13])[cH:4][cH:5][cH:6][cH:7]1. The reactants are C1(=C(C=CC=C1)N)N (o-phenylenediamine), CC(C(=O)O)(CC(=O)O)C (2,2-dimethylsuccinic acid), [OH-].[Na+] (NaOH). Solvent: O (H2O), Cl (HCl). The product is CC(C(=O)O)(CC1=NC2=C(N1)C=CC=C2)C (α,α-dimethyl-1H-2-benzimidazolepropanoic acid). The yield is 82.5%. RXN SMILES: [C:1]1([NH2:8])[CH:6]=[CH:5][CH:4]=[CH:3][C:2]=1[NH2:7].[CH3:9][C:10]([CH3:18])([CH2:14][C:15](O)=O)[C:11]([OH:13])=[O:12].[OH-].[Na+]>Cl.O>[CH3:9][C:10]([CH3:18])([CH2:14][C:15]1[NH:8][C:1]2[CH:6]=[CH:5][CH:4]=[CH:3][C:2]=2[N:7]=1)[C:11]([OH:13])=[O:12] |f:2.3|. Procedure: A solution of o-phenylenediamine (5.4 g, 0.05 mole) and 2,2-dimethylsuccinic acid (7.5 g, 0.05 mole) in 50 mL of 4.8 N HCl was refluxed without condenser until the total volume was reduced to about 20 mL. Evaporation at 100° and 40 torr afforded a green paste which was taken up in 100 mL H2O and made alkaline (pH 9) with 20% NaOH. The mixture was filtered removing tarry matter and the clear yellow filtrate was concentrated, cooled and the pH adjusted to about 6 by addition of acetic acid. A ligh... Starting materials: [Cl-].[Al+3].[Cl-].[Cl-] (aluminum chloride), C(C(C)C)[SiH](Cl)CC(C)C (diisobutylchlorosilane), [Cl-].[Al+3].[Cl-].[Cl-] (aluminum chloride), C1(=CC=CC=C1)OC (anisole), CC(C)=C(C)C (2,3-dimethyl-2-butene). Conditions: temperature 50 celsius, time 1 hour. The product is C(C)(C)(C(C)C)[Si](Cl)(CC(C)C)CC(C)C (Thexyldiisobutylchlorosilane). RXN SMILES: [CH2:1]([SiH:5]([CH2:7][CH:8]([CH3:10])[CH3:9])[Cl:6])[CH:2]([CH3:4])[CH3:3].[Cl-].[Al+3].[Cl-].[Cl-].[CH3:15][C:16](=[C:18]([CH3:20])[CH3:19])[CH3:17].C1(OC)C=CC=CC=1>>[C:16]([Si:5]([CH2:7][CH:8]([CH3:10])[CH3:9])([CH2:1][CH:2]([CH3:4])[CH3:3])[Cl:6])([CH:18]([CH3:20])[CH3:19])([CH3:17])[CH3:15] |f:1.2.3.4|. Reported procedure: A flask equipped with a stirrer, reflux condenser, dropping funnel and thermometer was charged with 35.8 g (0.2 mol) of diisobutylchlorosilane and 2.7 g (0.02 mol) of aluminum chloride and heated at 50° C. Once the internal temperature became constant, 16.8 g (0.2 mol) of 2,3-dimethyl-2-butene was added dropwise over one hour. After the completion of dropwise addition, the reaction solution was stirred for one hour at 50° C. The aluminum chloride was deactivated by adding 4.3 g (0.04 mol) of ani...